This data is from the Open Reaction Database (ORD), a public repository of structured organic reaction records. The task is: describe an organic reaction: reactants, conditions, products, and yield Starting materials: 3-[(3-{(1 (triphenylmethyl)-1H-1,2,4-triazol-3-yl]thiopropyl)oxy}phenyl}methaneamine, C1(=CC=CC=C1)C(N1N=C(N=C1)SCCCCOC=1C=C(C=CC1)CN)(C1=CC=CC=C1)C1=CC=CC=C1 (1-{3-[(4-{[1-(triphenylmethyl)-1H-1,2,4-triazol-3-yl]thio}butyl)oxy]phenyl}methanamine), C(#N)C=1C=C2C(NC(=NC2=CC1)C(=O)OCC)=O (ethyl 6-cyano-4-oxo-3,4-dihydroquinazoline-2-carboxylate), CC1=CSC=2N=C(NC(C21)=O)C(=O)OCC (ethyl 5-methyl-4-oxo-3,4-dihydrothieno[2,3-d]pyrimidine-2-carboxylate). Product: CC1=CSC=2N=C(NC(C21)=O)C(=O)NCC2=CC(=CC=C2)OCCCCSC2=NNC=N2 (5-methyl-4-oxo-N-[(3-{[4-(1H-1,2,4-triazol-3-ylthio)butyl]oxy}phenyl)methyl]-3,4-dihydrothieno[2,3-d]pyrimidine-2-carboxamide), powder. Isolated yield 48.0%. RXN SMILES: C(C1C=C2C(=CC=1)N=C(C(OCC)=O)NC2=O)#N.[CH3:19][C:20]1[C:28]2[C:27](=[O:29])[NH:26][C:25]([C:30]([O:32]CC)=O)=[N:24][C:23]=2[S:22][CH:21]=1.C1(C(C2C=CC=CC=2)(C2C=CC=CC=2)[N:42]2[CH:46]=[N:45][C:44]([S:47][CH2:48][CH2:49][CH2:50][CH2:51][O:52][C:53]3[CH:54]=[C:55]([CH2:59][NH2:60])[CH:56]=[CH:57][CH:58]=3)=[N:43]2)C=CC=CC=1>>[CH3:19][C:20]1[C:28]2[C:27](=[O:29])[NH:26][C:25]([C:30]([NH:60][CH2:59][C:55]3[CH:56]=[CH:57][CH:58]=[C:53]([O:52][CH2:51][CH2:50][CH2:49][CH2:48][S:47][C:44]4[N:45]=[CH:46][NH:42][N:43]=4)[CH:54]=3)=[O:32])=[N:24][C:23]=2[S:22][CH:21]=1. Procedure: By a method similar to that in Example 15, and using, instead of ethyl 6-cyano-4-oxo-3,4-dihydroquinazoline-2-carboxylate, ethyl 5-methyl-4-oxo-3,4-dihydrothieno[2,3-d]pyrimidine-2-carboxylate obtained according to the method described in 034054656 and using, instead of 1-{3-[(3-{(1 (triphenylmethyl)-1H-1,2,4-triazol-3-yl]thiopropyl)oxy}phenyl}methaneamine, 1-{3-[(4-{[1-(triphenylmethyl)-1H-1,2,4-triazol-3-yl]thio}butyl)oxy]phenyl}methanamine obtained in Reference Example 11, the title compound ... Starting materials: BrC=1C=C(C(=O)C=2C=NC=CC2)C=C(C1)Br (3-(3,5-dibromobenzoyl)pyridine), O.NN (hydrazine hydrate). The solvent is C(CO)O (ethylene glycol). Reaction conditions: temperature 80 celsius. Product: BrC=1C=C(CC=2C=NC=CC2)C=C(C1)Br (3-(3,5-Dibromobenzyl)pyridine). As a reaction SMILES: [Br:1][C:2]1[CH:3]=[C:4]([CH:13]=[C:14]([Br:16])[CH:15]=1)[C:5]([C:7]1[CH:8]=[N:9][CH:10]=[CH:11][CH:12]=1)=O.O.NN>C(O)CO>[Br:1][C:2]1[CH:3]=[C:4]([CH:13]=[C:14]([Br:16])[CH:15]=1)[CH2:5][C:7]1[CH:8]=[N:9][CH:10]=[CH:11][CH:12]=1 |f:1.2|. Reported procedure: A solution of 3-(3,5-dibromobenzoyl)pyridine (Preparation 1; 19.0 g) and hydrazine hydrate (13.9 ml) in ethylene glycol (140 ml) was heated under reflux for 45 minutes. The volatile material was distilled off until the internal temperature reached 180° C, and then the reaction mixture was cooled to 80° C. Potassium hydroxide (7.80 g) was added and the resulting solution was heated under reflux for 30 minutes, cooled and then poured into water. The mixture was extracted several times with ethyl a... Starting materials: COC1=CC=C(C=C1)C1=CC=CC=2N1N=C(N2)N (5-(4-methoxyphenyl)[1,2,4]triazolo[1,5-a]pyridin-2-amine), C1(=CC=C(C=C1)S(=O)(=O)O)C (p-toluene sulphonic acid), [I-].[K+] (potassium iodide), N(=O)[O-].[Na+] (sodium nitrite). The solvent is C(C)#N (acetonitrile), O (water), C(C)(=O)OCC (ethyl acetate). Conditions: time 18 hour. Product: IC1=NN2C(C=CC=C2C2=CC=C(C=C2)OC)=N1 (2-iodo-5-(4-methoxyphenyl)-[1,2,4]triazolo[1,5-a]pyridine). The yield is 78.9%. RXN SMILES: [CH3:1][O:2][C:3]1[CH:8]=[CH:7][C:6]([C:9]2[N:14]3[N:15]=[C:16](N)[N:17]=[C:13]3[CH:12]=[CH:11][CH:10]=2)=[CH:5][CH:4]=1.C1(C)C=CC(S(O)(=O)=O)=CC=1.[I-:30].[K+].N([O-])=O.[Na+]>C(#N)C.O.C(OCC)(=O)C>[I:30][C:16]1[N:17]=[C:13]2[CH:12]=[CH:11][CH:10]=[C:9]([C:6]3[CH:7]=[CH:8][C:3]([O:2][CH3:1])=[CH:4][CH:5]=3)[N:14]2[N:15]=1 |f:2.3,4.5|. Reported procedure: To a solution of 5-(4-methoxyphenyl)[1,2,4]triazolo[1,5-a]pyridin-2-amine (825 mg, 3.43 mmol) and p-toluene sulphonic acid (1.77 g, 10.3 mmol) in acetonitrile (40 mL) was added a solution of potassium iodide (1.42 g, 8.55 mmol) and sodium nitrite (474 mg, 6.87 mmol) in water (2 mL) at 24° C. After 18 h, ethyl acetate was added to the reaction mixture. The resulting solution was washed with water (2×) and saturated aqueous sodium chloride solution. The organic was dried over magnesium sulfate, fi... The reactants are COc1cccc(C=CC(=O)O)c1OC, ClC(Cl)Cl, NC1CCNC(=O)C1, C1CCOC1. Product: COc1cccc(C=CC(=O)NC2CCNC(=O)C2)c1OC. As a reaction SMILES: [CH3:1][O:2][c:3]1[c:4]([CH:5]=[CH:6][C:7](=[O:8])[OH:9])[cH:10][cH:11][cH:12][c:13]1[O:14][CH3:15].[CH:29]([Cl:30])([Cl:31])[Cl:32].[NH2:16][CH:17]1[CH2:18][C:19](=[O:20])[NH:21][CH2:22][CH2:23]1.[O:24]1[CH2:25][CH2:26][CH2:27][CH2:28]1>>[CH3:1][O:2][c:3]1[c:4]([CH:5]=[CH:6][C:7](=[O:9])[NH:16][CH:17]2[CH2:18][C:19](=[O:20])[NH:21][CH2:22][CH2:23]2)[cH:10][cH:11][cH:12][c:13]1[O:14][CH3:15]. The reactants are ON1N=NC2=C1C=CC=C2 (1-hydroxybenzotriazole), C1(CCCCC1)N=C=NC1CCCCC1 (Dicyclohexylcarbodiimide), C(=O)(OC(C)(C)C)N[C@@H](CC1=CC=CC=C1)C(=O)O (Boc-L-phenylalanine), ammonium salt. The solvent is CN(C)C=O (DMF). Reaction conditions: temperature 0 celsius, time 90 minute. Yields the product C(=O)(OC(C)(C)C)N[C@@H](CC1=CC=CC=C1)C(=O)N (Boc-L-phenylalanine amide). Yield: 95.9%. RXN SMILES: C1([N:7]=C=NC2CCCCC2)CCCCC1.[C:16]([NH:23][C@H:24]([C:32]([OH:34])=O)[CH2:25][C:26]1[CH:31]=[CH:30][CH:29]=[CH:28][CH:27]=1)([O:18][C:19]([CH3:22])([CH3:21])[CH3:20])=[O:17].ON1C2C=CC=CC=2N=N1>CN(C=O)C>[C:16]([NH:23][C@H:24]([C:32]([NH2:7])=[O:34])[CH2:25][C:26]1[CH:31]=[CH:30][CH:29]=[CH:28][CH:27]=1)([O:18][C:19]([CH3:22])([CH3:21])[CH3:20])=[O:17]. Procedure details: Dicyclohexylcarbodiimide (348 mg, 1.69 mmol) was added to a chilled solution of Boc-L-phenylalanine (387 mg, 1.46 mmol) and the ammonium salt of 1-hydroxybenzotriazole (248 mg, 1.63 mmol) in DMF (5 ml). The solution was stirred at 0° C. for 90 min, then at room temperature for 2 h. The reaction mixture was filtered, and the filtrate poured into water (77 ml). The emulsion was extracted with diethylether (1×200 ml), the layers separated, and the organic phase washed with 5% NaHCO3, water and brin... Reactants: N(=NC(=O)OC(C)C)C(=O)OC(C)C (diisopropyl azodicarboxylate), O1C(=NC2=C1C=CC=C2)C2=CC=C(C=C2)O (4-(benzoxazol-2-yl)phenol), OCCN1C(C=2C(C1=O)=CC=CC2)=O (N-(2-hydroxyethyl)phthalimide), C1(=CC=CC=C1)P(C1=CC=CC=C1)C1=CC=CC=C1 (triphenylphosphine). The solvent is C1CCOC1 (THF), C(C)(=O)OCC (ethyl acetate). Conditions: time 24 hour. Product: O1C(=NC2=C1C=CC=C2)C2=CC=C(OCCN1C(C=3C(C1=O)=CC=CC3)=O)C=C2 (N-[2-[4-(benzoxazol-2-yl)phenoxy]ethyl]phthalimide). As a reaction SMILES: [O:1]1[C:5]2[CH:6]=[CH:7][CH:8]=[CH:9][C:4]=2[N:3]=[C:2]1[C:10]1[CH:15]=[CH:14][C:13]([OH:16])=[CH:12][CH:11]=1.O[CH2:18][CH2:19][N:20]1[C:24](=[O:25])[C:23]2=[CH:26][CH:27]=[CH:28][CH:29]=[C:22]2[C:21]1=[O:30].C1(P(C2C=CC=CC=2)C2C=CC=CC=2)C=CC=CC=1.N(C(OC(C)C)=O)=NC(OC(C)C)=O>C(OCC)(=O)C.C1COCC1>[O:1]1[C:5]2[CH:6]=[CH:7][CH:8]=[CH:9][C:4]=2[N:3]=[C:2]1[C:10]1[CH:15]=[CH:14][C:13]([O:16][CH2:18][CH2:19][N:20]2[C:24](=[O:25])[C:23]3=[CH:26][CH:27]=[CH:28][CH:29]=[C:22]3[C:21]2=[O:30])=[CH:12][CH:11]=1. Procedure: To a mixture of 4-(benzoxazol-2-yl)phenol (0.3 g; 1.4 mmol), N-(2-hydroxyethyl)phthalimide (0.27 g; 1.4 mmol), triphenylphosphine (0.56 g; 2.1 mmol) and THF (5 ml) is added diisopropyl azodicarboxylate (0.42 ml; 2.1 mmol). The reaction is stirred 24 hours, diluted with ethyl acetate, washed with H2O, 2N HCl, NaHCO3 and brine, dried (MgSO4) and concentrated in vacuo to dryness. The residue is purified by gradient elution column chromatography using CH2Cl2 and 1% MeOH/99% CH2Cl2 to yield N-[2-[4-(... Starting materials: NiCl2(PCy3)2, Grignard reagent, C=1(C(=CC=CC1)C=1C(=CC=CC1)C)C (bitoluene), CCCCCCCCCCCCC (tridecane), COC=1C=C2CCCCC2=CC1 (6-methoxy-1,2,3,4-tetrahydronaphthalene), COC=1C=C2CCCCC2=CC1 (6-methoxy-1,2,3,4-tetrahydronaphthalene). Run at temperature 60 celsius. Yields the product CC1=CC=C(C=C1)C=1C=C2CCCCC2=CC1 (6-(4-methylphenyl)-1,2,3,4-tetrahydronaphthalene). The yield is 61.0%. As a reaction SMILES: CCCCCC[CH2:7][CH2:8][CH2:9][CH2:10][CH2:11][CH2:12][CH3:13].CO[C:16]1[CH:17]=[C:18]2[C:23](=[CH:24][CH:25]=1)[CH2:22][CH2:21][CH2:20][CH2:19]2.C1(C)C(C2C(C)=CC=CC=2)=CC=CC=1>>[CH3:13][C:12]1[CH:7]=[CH:8][C:9]([C:16]2[CH:17]=[C:18]3[C:23](=[CH:24][CH:25]=2)[CH2:22][CH2:21][CH2:20][CH2:19]3)=[CH:10][CH:11]=1. Procedure details: In a reaction flask was placed NiCl2(PCy3)2 (51.0 mg, 0.0739 mmol), tridecane (251 mg, 1.364 mmol, as an internal standard), and 6-methoxy-1,2,3,4-tetrahydronaphthalene (264 mg, 1.627 mmol). The Grignard reagent (1 M in THF, 4.10 mmol) was added to this mixture under a nitrogen atmosphere at room temperature. The resulting solution was warmed to 60° C. for 15 hours. A sample was withdrawn and quenched with an aqueous sodium citrate solution (1 M). The aqueous solution was extracted with ethyl ac... Starting materials: COC1CC[C@@H](O1)CO[Si](C1=CC=CC=C1)(C1=CC=CC=C1)C (((R)-5-Methoxy-tetrahydro-furan-2-ylmethoxy)-methyl-diphenylsilane), CCOC(=O)C (EtOAc), C(=O)O (formic acid). The solvent is CO (MeOH), hexanes. The product is COC1CC[C@@H](O1)CO (((R)-5-methoxy-tetrahydro-furan-2-yl)-methanol). Isolated yield 100.0%. As a reaction SMILES: [CH3:1][O:2][CH:3]1[O:7][C@@H:6]([CH2:8][O:9][Si](C)(C2C=CC=CC=2)C2C=CC=CC=2)[CH2:5][CH2:4]1.C(O)=O.CCOC(C)=O>CO>[CH3:1][O:2][CH:3]1[O:7][C@@H:6]([CH2:8][OH:9])[CH2:5][CH2:4]1. Reported procedure: ((R)-5-Methoxy-tetrahydro-furan-2-ylmethoxy)-methyl-diphenylsilane (Pilli, R. A.; Riatto, V. B. Tet. Asymm. (2000)), 11, 3675) (0.80 g, 2.25 mmol) was dissolved in 35 mL of anhydrous MeOH and 5 mL of formic acid was added to the mixture. The mixture was stirred at room temperature for 30 minutes at which point TLC (9:1 hexanes:EtOAc) indicated complete conversion to the product. Volatiles were removed in vacuo and 0.83 g, 100% of the title compound was obtained as clear oil.